From a dataset of the Open Reaction Database (ORD), a public repository of structured organic reaction records. describe an organic reaction: reactants, conditions, products, and yield Reactants: O1BOC2=C1C=CC=C2 (benzo[d][1,3,2]dioxaborole), BrC=1C(=C(C(=NC1C)C)C(C(=O)OC(C)C)=O)N1CCC(CC1)C1=NC(=NO1)C(C)C (isopropyl 2-(5-bromo-4-(4-(3-isopropyl-1,2,4-oxadiazol-5-yl)piperidin-1-yl)-2,6-dimethylpyridin-3-yl)-2-oxoacetate), CB1OC([C@@H]2N1CCC2)(C2=CC=CC=C2)C2=CC=CC=C2 ((R)-1-methyl-3,3-diphenylhexahydropyrrolo[1,2-c][1,3,2]oxazaborole). Run in C1(=CC=CC=C1)C (toluene). Reaction conditions: temperature -15 celsius, time 20 minute. Product: BrC=1C(=C(C(=NC1C)C)[C@@H](C(=O)OC(C)C)O)N1CCC(CC1)C1=NC(=NO1)C(C)C ((S)-isopropyl 2-(5-bromo-4-(4-(3-isopropyl-1,2,4-oxadiazol-5-yl)piperidin-1-yl)-2,6-dimethylpyridin-3-yl)-2-hydroxyacetate). Yield: 57.5%. Reaction SMILES: O1C2C=CC=CC=2OB1.[Br:10][C:11]1[C:12]([N:27]2[CH2:32][CH2:31][CH:30]([C:33]3[O:37][N:36]=[C:35]([CH:38]([CH3:40])[CH3:39])[N:34]=3)[CH2:29][CH2:28]2)=[C:13]([C:19](=[O:26])[C:20]([O:22][CH:23]([CH3:25])[CH3:24])=[O:21])[C:14]([CH3:18])=[N:15][C:16]=1[CH3:17].CB1N2CCC[C@@H]2C(C2C=CC=CC=2)(C2C=CC=CC=2)O1>C1(C)C=CC=CC=1>[Br:10][C:11]1[C:12]([N:27]2[CH2:32][CH2:31][CH:30]([C:33]3[O:37][N:36]=[C:35]([CH:38]([CH3:40])[CH3:39])[N:34]=3)[CH2:29][CH2:28]2)=[C:13]([C@H:19]([OH:26])[C:20]([O:22][CH:23]([CH3:25])[CH3:24])=[O:21])[C:14]([CH3:18])=[N:15][C:16]=1[CH3:17]. Procedure: The 1.6 mL of benzo[d][1,3,2]dioxaborole (416 mg, 3.47 mmol) was added to a nitrogen purged solution of isopropyl 2-(5-bromo-4-(4-(3-isopropyl-1,2,4-oxadiazol-5-yl)piperidin-1-yl)-2,6-dimethylpyridin-3-yl)-2-oxoacetate (950 mg, 1.93 mmol) and 0.6 mL of (R)-1-methyl-3,3-diphenylhexahydropyrrolo[1,2-c][1,3,2]oxazaborole (160 mg, 0.58 mmol) in toluene (20 mL) at −60° C. and allowed to warm to −15° C. before being placed in the freezer overnight. The reaction was quenched with 1M Na2CO3 (5 mL), dilu... Reactants: O=C(O)C=Cc1ccccc1, Cl, Cl, O=C1CCNCCN1CCCN1CCCCC1. Yields the product O=C(C=Cc1ccccc1)N1CCC(=O)N(CCCN2CCCCC2)CC1. Reaction SMILES: [C:20]([CH:21]=[CH:22][c:23]1[cH:24][cH:25][cH:26][cH:27][cH:28]1)(=[O:29])[OH:30].[ClH:1].[ClH:2].[N:3]1([CH2:9][CH2:10][CH2:11][N:12]2[CH2:13][CH2:14][NH:15][CH2:16][CH2:17][C:18]2=[O:19])[CH2:4][CH2:5][CH2:6][CH2:7][CH2:8]1>>[N:3]1([CH2:9][CH2:10][CH2:11][N:12]2[CH2:13][CH2:14][N:15]([C:20]([CH:21]=[CH:22][c:23]3[cH:24][cH:25][cH:26][cH:27][cH:28]3)=[O:29])[CH2:16][CH2:17][C:18]2=[O:19])[CH2:4][CH2:5][CH2:6][CH2:7][CH2:8]1. Starting materials: CC=1SC(=CN1)C(=O)N1CCCC1 (2-methyl-5-(pyrrolidinocarbonyl)thiazole), [H-].[Al+3].[Li+].[H-].[H-].[H-] (lithium aluminium hydride). Run in CCOCC (ether). Yields the product CC=1SC(=CN1)CN1CCCC1 (2-Methyl-5-(pyrrolidinomethyl)thiazole). As a reaction SMILES: [CH3:1][C:2]1[S:3][C:4]([C:7]([N:9]2[CH2:13][CH2:12][CH2:11][CH2:10]2)=O)=[CH:5][N:6]=1.[H-].[Al+3].[Li+].[H-].[H-].[H-]>CCOCC>[CH3:1][C:2]1[S:3][C:4]([CH2:7][N:9]2[CH2:13][CH2:12][CH2:11][CH2:10]2)=[CH:5][N:6]=1 |f:1.2.3.4.5.6|. Procedure details: A solution of 2-methyl-5-(pyrrolidinocarbonyl)thiazole in dry ether was added dropwise to a suspension of lithium aluminium hydride and the mixture was stirred at room temperature to give the title compound as a colourless liquid, b.p. 61-62°C. Starting materials: FC=1C=C2C(=C(N(C2=CC1)C)S(=O)(=O)Cl)C (5-fluoro-1,3-dimethyl-1H-indole-2-sulfonyl chloride), NC1=C(C=C(C=C1)Br)C(F)(F)F (2-amino-5-bromobenzotrifluoride). RXN SMILES: [F:1][C:2]1[CH:3]=[C:4]2[C:8](=[CH:9][CH:10]=1)[N:7]([CH3:11])[C:6]([S:12](Cl)(=[O:14])=[O:13])=[C:5]2[CH3:16].[NH2:17][C:18]1[CH:23]=[CH:22][C:21]([Br:24])=[CH:20][C:19]=1[C:25]([F:28])([F:27])[F:26]>N1C=CC=CC=1>[Br:24][C:21]1[CH:22]=[CH:23][C:18]([NH:17][S:12]([C:6]2[N:7]([CH3:11])[C:8]3[C:4]([C:5]=2[CH3:16])=[CH:3][C:2]([F:1])=[CH:10][CH:9]=3)(=[O:14])=[O:13])=[C:19]([C:25]([F:26])([F:27])[F:28])[CH:20]=1. The yield is 65.9%. Yields the product BrC1=CC(=C(C=C1)NS(=O)(=O)C=1N(C2=CC=C(C=C2C1C)F)C)C(F)(F)F (5-Fluoro-1,3-dimethyl-1H-indole-2-sulfonic acid(4-bromo-2-trifluoromethyl-phenyl)-amide). Run in N1=CC=CC=C1 (pyridine). Reported procedure: This compound was prepared in analogy to Example 1 starting from 5-fluoro-1,3-dimethyl-1H-indole-2-sulfonyl chloride (0.25 g) and 2-amino-5-bromobenzotrifluoride (2.3 g) in pyridine (5 ml) for 18 h at 35° C. to obtain the title compound (0.293 g) as a yellow solid. MS (ISN): 551.4, 549.3 (M−H)− Reactants: COc1cc2c(Cl)ncnc2cc1OCCCN1CCOCC1, O=C1Cc2ccc(C(F)(F)F)cc2N1, [H-], [Na+]. Yields the product COc1cc2c(C3C(=O)Nc4cc(C(F)(F)F)ccc43)ncnc2cc1OCCCN1CCOCC1. As a reaction SMILES: [Cl:17][c:18]1[n:19][cH:20][n:21][c:22]2[cH:23][c:24]([O:30][CH2:31][CH2:32][CH2:33][N:34]3[CH2:35][CH2:36][O:37][CH2:38][CH2:39]3)[c:25]([O:28][CH3:29])[cH:26][c:27]12.[F:3][C:4]([c:5]1[cH:6][cH:7][c:8]2[c:12]([cH:13]1)[NH:11][C:10](=[O:14])[CH2:9]2)([F:15])[F:16].[H-:1].[Na+:2]>>[F:3][C:4]([c:5]1[cH:6][cH:7][c:8]2[c:12]([cH:13]1)[NH:11][C:10](=[O:14])[CH:9]2[c:18]1[n:19][cH:20][n:21][c:22]2[cH:23][c:24]([O:30][CH2:31][CH2:32][CH2:33][N:34]3[CH2:35][CH2:36][O:37][CH2:38][CH2:39]3)[c:25]([O:28][CH3:29])[cH:26][c:27]12)([F:15])[F:16]. Starting materials: NC1=C2C(C(=NN(C2=CC2=C1OCO2)CC)C(=O)O)=O (5-amino-1-ethyl-4-oxo-1,4-dihydro-[1,3]dioxolo[4,5-g]cinnoline-3-carboxylic acid), Cl (hydrochloric acid), N(=O)[O-].[Na+] (sodium nitrite). Solvent: O (water), O (water). Run at time 5 hour. Product: [Cl-].C(=O)(O)C1=NN(C=2C=C3C(=C(C2C1=O)[N+]#N)OCO3)CC (3-Carboxy-1-ethyl-4-oxo-1,4-dihydro-[1,3]dioxolo[4,5-g]cinnoline-5-diazonium chloride). Yield: 74.5%. As a reaction SMILES: [NH2:1][C:2]1[C:11]2[O:12][CH2:13][O:14][C:10]=2[CH:9]=[C:8]2[C:3]=1[C:4](=[O:20])[C:5]([C:17]([OH:19])=[O:18])=[N:6][N:7]2[CH2:15][CH3:16].[N:21]([O-])=O.[Na+].[ClH:25]>O>[Cl-:25].[C:17]([C:5]1[C:4](=[O:20])[C:3]2[C:2]([N+:1]#[N:21])=[C:11]3[O:12][CH2:13][O:14][C:10]3=[CH:9][C:8]=2[N:7]([CH2:15][CH3:16])[N:6]=1)([OH:19])=[O:18] |f:1.2,5.6|. Procedure details: A mixture of 5-amino-1-ethyl-4-oxo-1,4-dihydro-[1,3]dioxolo[4,5-g]cinnoline-3-carboxylic acid (3.6 g, 12.99 mmol) in hydrochloric acid (conc) (20 ml) was stirred at room temperature and sodium nitrite (0.986 g, 14.28 mmol) in water (7 mL) was added dropwise to maintain the temperature bellow 45° C. Stirring continued for 5 h. The solution was poured into 50 ml of water and was allowed to stand overnight in the refrigerator. Precipitate was collected by filtration and dried over drierite in a des...